From a dataset of the Open Reaction Database (ORD), a public repository of structured organic reaction records. describe an organic reaction: reactants, conditions, products, and yield The yield is 66.5%. Starting materials: CC1=CC(OC(=C1)CC(CC(C)(C)C)C)=O (4-methyl-6-(2,4,4-trimethylpentyl)-2-pyrone), Cl.NO (hydroxylamine hydrochloride), NC1=NC=CC=C1 (2-aminopyridine), NO (hydroxylamine). The product is ON1C(C=C(C=C1CC(CC(C)(C)C)C)C)=O (1-hydroxy-4-methyl-6-(2,4,4-trimethylpentyl)-2-pyridone). Reported procedure: 10 g of 4-methyl-6-(2,4,4-trimethylpentyl)-2-pyrone, 5 g of hydroxylamine hydrochloride and 20 g of 2-aminopyridine were heated for 26 hours to 70°C, whereupon after 17 hours a further 2 g of hydroxylamine were added. Working up was effected as usual and there were obtained 7.1 g (67 %) of 1-hydroxy-4-methyl-6-(2,4,4-trimethylpentyl)-2-pyridone melting at 108° C (Calc.: 5.9 % N, found 5.9 % N). As a reaction SMILES: [CH3:1][C:2]1[CH:7]=[C:6]([CH2:8][CH:9]([CH3:15])[CH2:10][C:11]([CH3:14])([CH3:13])[CH3:12])[O:5][C:4](=O)[CH:3]=1.Cl.[NH2:18][OH:19].NC1C=CC=CN=1.NO>>[OH:19][N:18]1[C:6]([CH2:8][CH:9]([CH3:15])[CH2:10][C:11]([CH3:14])([CH3:13])[CH3:12])=[CH:7][C:2]([CH3:1])=[CH:3][C:4]1=[O:5] |f:1.2|.